Dataset: the Open Reaction Database (ORD), a public repository of structured organic reaction records. Task: describe an organic reaction: reactants, conditions, products, and yield Starting materials: C(C)OCC (Diethyl ether), C([O-])([O-])=O.[K+].[K+] (potassium carbonate), S(=O)(=O)(OCC)OCC (diethyl sulfate), O(C1=CC=CC=C1)C1=CC=C(C(=O)C=CC(=O)O)C=C1 (3-(4-phenoxybenzoyl)acrylic acid). Run in CN(C=O)C (dimethylformamide). Run at time 3 hour. The product is O(C1=CC=CC=C1)C1=CC=C(C(=O)C=CC(=O)OCC)C=C1 (ethyl 3-(4-phenoxybenzoyl)acrylate). Isolated yield 73.7%. Reaction SMILES: [O:1]([C:8]1[CH:20]=[CH:19][C:11]([C:12]([CH:14]=[CH:15][C:16]([OH:18])=[O:17])=[O:13])=[CH:10][CH:9]=1)[C:2]1[CH:7]=[CH:6][CH:5]=[CH:4][CH:3]=1.C(=O)([O-])[O-].[K+].[K+].S(OCC)(O[CH2:31][CH3:32])(=O)=O.C(OCC)C>CN(C)C=O>[O:1]([C:8]1[CH:20]=[CH:19][C:11]([C:12]([CH:14]=[CH:15][C:16]([O:18][CH2:31][CH3:32])=[O:17])=[O:13])=[CH:10][CH:9]=1)[C:2]1[CH:3]=[CH:4][CH:5]=[CH:6][CH:7]=1 |f:1.2.3|. Reported procedure: 5.36 g of 3-(4-phenoxybenzoyl)acrylic acid were dissolved in 30 ml of dimethylformamide, and then 1.36 g of potassium carbonate and 3.08 g of diethyl sulfate were added. The mixture was stirred at room temperature for 3 hours. Diethyl ether was added to the reaction mixture, which was then washed, in turn, with water, a saturated aqueous solution of sodium hydrogencarbonate and water, and dried over magnesium sulfate. The diethyl ether was removed by evaporation under reduced pressure. The resid... The reactants are C(C)(=O)OCC1=NC=C(N=C1)NC([C@H](CC1CCOCC1)C1=CC(=C(C=C1)S(=O)(=O)C1CC1)C1CC1)=O ((5-{[(2R)-2-[3-cyclopropyl-4-(cyclopropylsulfonyl)phenyl]-3-(tetrahydro-2H-pyran-4-yl)propanoyl]amino}pyrazin-2-yl)methyl acetate), [OH-].[Na+] (sodium hydroxide), Cl (Hydrochloric acid). Solvent: CO (methanol). Reaction conditions: time 2 hour. The product is C1(CC1)C=1C=C(C=CC1S(=O)(=O)C1CC1)[C@H](C(=O)NC1=NC=C(N=C1)CO)CC1CCOCC1 ((2R)-2-[3-cyclopropyl-4-(cyclopropylsulfonyl)phenyl]-N-[5-(hydroxymethyl)pyrazin-2-yl]-3-(tetrahydro-2H-pyran-4-yl)propanamide). The yield is 84.2%. RXN SMILES: C([O:4][CH2:5][C:6]1[CH:11]=[N:10][C:9]([NH:12][C:13](=[O:37])[C@@H:14]([C:22]2[CH:27]=[CH:26][C:25]([S:28]([CH:31]3[CH2:33][CH2:32]3)(=[O:30])=[O:29])=[C:24]([CH:34]3[CH2:36][CH2:35]3)[CH:23]=2)[CH2:15][CH:16]2[CH2:21][CH2:20][O:19][CH2:18][CH2:17]2)=[CH:8][N:7]=1)(=O)C.[OH-].[Na+].Cl>CO>[CH:34]1([C:24]2[CH:23]=[C:22]([C@@H:14]([CH2:15][CH:16]3[CH2:17][CH2:18][O:19][CH2:20][CH2:21]3)[C:13]([NH:12][C:9]3[CH:8]=[N:7][C:6]([CH2:5][OH:4])=[CH:11][N:10]=3)=[O:37])[CH:27]=[CH:26][C:25]=2[S:28]([CH:31]2[CH2:32][CH2:33]2)(=[O:29])=[O:30])[CH2:36][CH2:35]1 |f:1.2|. Procedure: To a solution of (5-{[(2R)-2-[3-cyclopropyl-4-(cyclopropylsulfonyl)phenyl]-3-(tetrahydro-2H-pyran-4-yl)propanoyl]amino}pyrazin-2-yl)methyl acetate (120 mg) in methanol (4 mL) was added 1 M aqueous sodium hydroxide solution (1 mL) at room temperature, followed by stirring at room temperature for 2 hours. 1 M Hydrochloric acid was added to adjust the pH to 3, followed by extraction with ethyl acetate. The organic layer was washed with saturated aqueous sodium bicarbonate and saturated brine, and d... Reagents/catalysts: O.O.O.O.O.O.[Ni](Cl)Cl (nickel chloride hexahydrate). Starting materials: C1(=CC=C(C=C1)C(N[C@H](C)C1=CC(=CC=C1)F)C1=CC(=CC=C1)[N+](=O)[O-])C (N-[(p-tolyl)-(3-nitrophenyl)methyl]-N-[(R)-1-(3-fluorophenyl)ethyl]amine), [BH4-].[Na+] (sodium borohydride). Procedure details: Following a procedure similar to that described in Example (59b), 3.59 g of N-[(p-tolyl)-(3-nitrophenyl)methyl]-N-[(R)-1-(3-fluorophenyl)ethyl]amine [prepared as described in step (a) above], 4.68 g of nickel chloride hexahydrate and 1.49 g of sodium borohydride were reacted, separated and purified, to obtain 955 mg of isomer A and 649 mg of isomer B of the title compound, each as a yellow oil. Product: C1(=CC=C(C=C1)C(C=1C=C(C=CC1)N)N[C@H](C)C1=CC(=CC=C1)F)C (3-{(p-Tolyl)-[(R)-1-(3-fluorophenyl)ethylamino]methyl}phenylamine). As a reaction SMILES: [C:1]1([CH3:27])[CH:6]=[CH:5][C:4]([CH:7]([C:18]2[CH:23]=[CH:22][CH:21]=[C:20]([N+:24]([O-])=O)[CH:19]=2)[NH:8][C@@H:9]([C:11]2[CH:16]=[CH:15][CH:14]=[C:13]([F:17])[CH:12]=2)[CH3:10])=[CH:3][CH:2]=1.[BH4-].[Na+]>O.O.O.O.O.O.[Ni](Cl)Cl>[C:1]1([CH3:27])[CH:2]=[CH:3][C:4]([CH:7]([NH:8][C@@H:9]([C:11]2[CH:16]=[CH:15][CH:14]=[C:13]([F:17])[CH:12]=2)[CH3:10])[C:18]2[CH:19]=[C:20]([NH2:24])[CH:21]=[CH:22][CH:23]=2)=[CH:5][CH:6]=1 |f:1.2,3.4.5.6.7.8.9|. Reactants: C1=CC=C2C(=C1)C=CC=C2CN=C=S (1-naphthalenemethylisothiocyanate), NCC1CCNCC1 (4-aminomethylpiperidine), CO.C(Cl)(Cl)Cl (MeOH CHCl3). Solvent: CO.C1CCOC1 (MeOH THF). Product: C1(=CC=CC2=CC=CC=C12)CNC(=S)NCC1CCNCC1 (1-Naphthalene-1-ylmethyl-3-piperidine-4-ylmethylthiourea). Yield: 54.0%. RXN SMILES: [CH:1]1[CH:6]=[C:5]2[CH:7]=[CH:8][CH:9]=[C:10]([CH2:11][N:12]=[C:13]=[S:14])[C:4]2=[CH:3][CH:2]=1.[NH2:15][CH2:16][CH:17]1[CH2:22][CH2:21][NH:20][CH2:19][CH2:18]1.CO.C(Cl)(Cl)Cl>CO.C1COCC1>[C:10]1([CH2:11][NH:12][C:13]([NH:15][CH2:16][CH:17]2[CH2:22][CH2:21][NH:20][CH2:19][CH2:18]2)=[S:14])[C:4]2[C:5](=[CH:6][CH:1]=[CH:2][CH:3]=2)[CH:7]=[CH:8][CH:9]=1 |f:2.3,4.5|. Reported procedure: To a solution of 1-naphthalenemethylisothiocyanate (2.8 g, 13.6 mmol) in 100 ml of MeOH-THF solution (1:1 mixture) was added 4-aminomethylpiperidine (3.1 ml, 27.0 mmol) in a portion and the resulting solution was stirred at reflux for 12 h. The reaction mixture was concentrated in vacuo, yielding oily mixture which was subjected to column chromatography (10% MeOH/CHCl3) to yield 2.3 g (48%) of the desired product as an oil. The reactants are II (iodine), CC(C(=O)NC1=NC=CC=C1)(C)C (2,2-dimethyl-N-pyridin-2-yl-propionamide), C(CCC)[Li] (n-butyl lithium), Example 1-1-1, CN(CCN(C)C)C (N,N,N′,N′-tetramethyl ethylenediamine). Solvent: O1CCCC1 (tetrahydrofuran), O (water). Conditions: temperature 0 celsius, time 8 hour. The product is IC=1C(=NC=CC1)NC(C(C)(C)C)=O (N-(3-iodo-pyridin-2-yl)-2,2-dimethyl-propionamide). RXN SMILES: [CH3:1][C:2]([CH3:13])([CH3:12])[C:3]([NH:5][C:6]1[CH:11]=[CH:10][CH:9]=[CH:8][N:7]=1)=[O:4].CN(C)CCN(C)C.C([Li])CCC.[I:27]I>O.O1CCCC1>[I:27][C:11]1[C:6]([NH:5][C:3](=[O:4])[C:2]([CH3:13])([CH3:12])[CH3:1])=[N:7][CH:8]=[CH:9][CH:10]=1. Procedure details: To a mixture of 2,2-dimethyl-N-pyridin-2-yl-propionamide described in Preparation Example 1-1-1 (3.0 g, 17 mmol), N,N,N′,N′-tetramethyl ethylenediamine (6.3 mL, 42 mmol) and tetrahydrofuran (60 mL) was added n-butyl lithium (1.6M n-hexane solution, 30 mL, 47 mmol) dropwise at −78° C, which was stirred overnight at 0° C. To the reaction mixture was added iodine (6.8 g, 27 mmol) at −78° C, which was stirred at 0° C for 1.5 hours. To the reaction mixture were added water and a saturated aqueous sol... Reactants: C(C)OC(CCC[C@@H]1CC[C@H](CC1)N(C)C(=O)OC(C)(C)C)=O (trans-4-[4-(tert-Butoxycarbonyl-methyl-amino)-cyclohexyl]-butyric acid ethyl ester), [H-].[H-].[H-].[H-].[Li+].[Al+3] (LiAlH4). Solvent: C1CCOC1 (THF). Conditions: time 30 minute. The product is C(C)(C)(C)OC(N(C)[C@@H]1CC[C@H](CC1)CCCCO)=O (trans-[4-(4-Hydroxy-butyl)-cyclohexyl]-methyl-carbamic acid tert-butyl ester). The yield is 99.6%. Reaction SMILES: C([O:3][C:4](=O)[CH2:5][CH2:6][CH2:7][C@H:8]1[CH2:13][CH2:12][C@H:11]([N:14]([C:16]([O:18][C:19]([CH3:22])([CH3:21])[CH3:20])=[O:17])[CH3:15])[CH2:10][CH2:9]1)C.[H-].[H-].[H-].[H-].[Li+].[Al+3]>C1COCC1>[C:19]([O:18][C:16](=[O:17])[N:14]([C@H:11]1[CH2:10][CH2:9][C@H:8]([CH2:7][CH2:6][CH2:5][CH2:4][OH:3])[CH2:13][CH2:12]1)[CH3:15])([CH3:20])([CH3:22])[CH3:21] |f:1.2.3.4.5.6|. Procedure details: A solution of 1.57 g (4.82 mmol) 4-[4-(tert-Butoxycarbonyl-methyl-amino)-cyclohexyl]-but-2-enoic acid ethyl ester and 200 mg of Pd/C (10%) in 20 ml of MeOH was stirred at RT under H2-atmosphere for 3 h. After filtration, the solution was concentrated under reduced pressure to dryness, to give 1.58 g of clean trans-4-[4-(tert-Butoxycarbonyl-methyl-amino)-cyclohexyl]-butyric acid ethyl ester. 1.58 g (4.82 mmol) trans-4-[4-(tert-Butoxycarbonyl-methyl-amino)-cyclohexyl]-butyric acid ethyl ester in 2... Reactants: COC(=O)CCC=C(C)CCCC(=O)OC, Oc1ccc(O)cc1, Cc1ccc(S(=O)(=O)O)cc1. Product: COC(=O)CCCC(C)(CCCC(=O)OC)c1cc(O)ccc1O. As a reaction SMILES: [CH3:9][O:10][C:11](=[O:12])[CH2:13][CH2:14][CH:15]=[C:16]([CH2:17][CH2:18][CH2:19][C:20](=[O:21])[O:22][CH3:23])[CH3:24].[OH:1][c:2]1[cH:3][cH:4][c:5]([OH:6])[cH:7][cH:8]1.[c:25]1([CH3:26])[cH:27][cH:28][c:29]([S:30]([OH:31])(=[O:32])=[O:33])[cH:34][cH:35]1>>[OH:1][c:2]1[cH:3][cH:4][c:5]([OH:6])[c:7]([C:16]([CH2:15][CH2:14][CH2:13][C:11]([O:10][CH3:9])=[O:12])([CH2:17][CH2:18][CH2:19][C:20](=[O:21])[O:22][CH3:23])[CH3:24])[cH:8]1. Reactants: CC([O-])=S, CS(=O)(=O)OC1CCN(c2nc(C(N)=O)cs2)C1, CC#N, [K+]. Product: CC(=O)SC1CCN(c2nc(C(N)=O)cs2)C1. As a reaction SMILES: [C:19]([CH3:20])(=[S:21])[O-:22].[C:1]([NH2:2])(=[O:3])[c:4]1[n:5][c:6]([N:9]2[CH2:10][CH:11]([O:14][S:15]([CH3:16])(=[O:17])=[O:18])[CH2:12][CH2:13]2)[s:7][cH:8]1.[CH3:24][C:25]#[N:26].[K+:23]>>[C:1]([NH2:2])(=[O:3])[c:4]1[n:5][c:6]([N:9]2[CH2:10][CH:11]([S:21][C:19]([CH3:20])=[O:22])[CH2:12][CH2:13]2)[s:7][cH:8]1.